This data is from the Open Reaction Database (ORD), a public repository of structured organic reaction records. The task is: describe an organic reaction: reactants, conditions, products, and yield Starting materials: BrCCCCCCCCCCCC(=O)O (12-bromododecanoic acid), [OH-].[K+] (potassium hydroxide), CO (methanol). The product is COCCCCCCCCCCCC(=O)O (12-(methoxy)dodecanoic acid). The yield is 39.0%. Reaction SMILES: Br[CH2:2][CH2:3][CH2:4][CH2:5][CH2:6][CH2:7][CH2:8][CH2:9][CH2:10][CH2:11][CH2:12][C:13]([OH:15])=[O:14].[OH-:16].[K+].[CH3:18]O>>[CH3:18][O:16][CH2:2][CH2:3][CH2:4][CH2:5][CH2:6][CH2:7][CH2:8][CH2:9][CH2:10][CH2:11][CH2:12][C:13]([OH:15])=[O:14] |f:1.2|. Procedure: 12-bromododecanoic acid (2.0 g, 7.16 mmol) was added to a solution of potassium hydroxide (1.61 g, 28.65 mmol) in methanol (30 mLs) and refluxed for 20 hrs. After cooling and acidification with HCl, solvent was removed under reduced pressure. The sample was dissolved in ethyl acetate and extracted with water. The organic phase was dried over sodium sulfate, and the solvent removed under reduced pressure. The product was purified by silica column chromatography in 1% diethyl ether/0.3% formic aci... Reactants: C=NC(C1=CC=CC=C1)S(=O)(=O)C1=CC=C(C=C1)C (N-methylidene-1-[(4-methylphenyl)sulfonyl]-1-phenylmethanamine), C(=O)([O-])[O-].[K+].[K+] (K2CO3), O=C1C(=NN(C=C1)C1=CC(=CC=C1)C(F)(F)F)C=O (4-oxo-1-[3-(trifluoromethyl)phenyl]-1,4-dihydropyridazine-3-carbaldehyde), CN (MeNH2). The solvent is CN(C)C=O (DMF), O (water). Run at time 90 minute. The product is CN1C=NC(=C1C1=NN(C=CC1=O)C1=CC(=CC=C1)C(F)(F)F)C1=CC=CC=C1 (3-(1-Methyl-4-phenyl-1H-imidazol-5-yl)-1-[3-(trifluoromethyl)phenyl]pyridazin-4(1H)-one). Isolated yield 76.4%. Reaction SMILES: [O:1]=[C:2]1[CH:7]=[CH:6][N:5]([C:8]2[CH:13]=[CH:12][CH:11]=[C:10]([C:14]([F:17])([F:16])[F:15])[CH:9]=2)[N:4]=[C:3]1[CH:18]=O.[CH3:20][NH2:21].[CH2:22]=[N:23][CH:24](S(C1C=CC(C)=CC=1)(=O)=O)[C:25]1[CH:30]=[CH:29][CH:28]=[CH:27][CH:26]=1.C([O-])([O-])=O.[K+].[K+]>CN(C=O)C.O>[CH3:20][N:21]1[C:18]([C:3]2[C:2](=[O:1])[CH:7]=[CH:6][N:5]([C:8]3[CH:13]=[CH:12][CH:11]=[C:10]([C:14]([F:17])([F:16])[F:15])[CH:9]=3)[N:4]=2)=[C:24]([C:25]2[CH:30]=[CH:29][CH:28]=[CH:27][CH:26]=2)[N:23]=[CH:22]1 |f:3.4.5|. Reported procedure: A mixture of 4-oxo-1-[3-(trifluoromethyl)phenyl]-1,4-dihydropyridazine-3-carbaldehyde (129 mg, 0.479 mmol) and MeNH2 (40% aqueous solution, 0.050 mL, 0.575 mmol) in DMF (3.5 mL) was stirred at room temperature for 90 min. To the mixture were added N-methylidene-1-[(4-methylphenyl)sulfonyl]-1-phenylmethanamine (131 mg, 0.479 mmol) and K2CO3 (66.2 mg, 0.479 mmol) at room temperature. The mixture was stirred at room temperature for 27 h. The mixture was diluted with water, extracted with AcOEt, was... The reactants are c1ccc(CN2CCC(CCc3cccc4c3OCO4)CC2)cc1, CC(Cl)OC(=O)Cl, ClCCCl. Yields the product c1cc(CCC2CCNCC2)c2c(c1)OCO2. As a reaction SMILES: [CH2:1]([c:2]1[cH:3][cH:4][cH:5][cH:6][cH:7]1)[N:8]1[CH2:9][CH2:10][CH:11]([CH2:14][CH2:15][c:16]2[c:17]3[c:18]([cH:19][cH:20][cH:21]2)[O:22][CH2:23][O:24]3)[CH2:12][CH2:13]1.[Cl:25][C:26]([O:27][CH:28]([Cl:29])[CH3:30])=[O:31].[Cl:32][CH2:33][CH2:34][Cl:35]>>[NH:8]1[CH2:9][CH2:10][CH:11]([CH2:14][CH2:15][c:16]2[c:17]3[c:18]([cH:19][cH:20][cH:21]2)[O:22][CH2:23][O:24]3)[CH2:12][CH2:13]1. Reactants: FC=1C=CC(=C(C1)C1=CC(=C(C=C1)CNS(=O)(=O)C1=CC=C(C=C1)OC(F)(F)F)OC)OC (N-(5′-Fluoro-3,2′-dimethoxy-biphenyl-4-ylmethyl)-4-trifluoromethoxy-benzenesulfonamide), FC1=CC=C(C=C1)S(=O)(=O)Cl (4-fluorobenzene sulfonyl chloride), FC=1C=CC(=C(C1)C1=CC(=C(C=C1)CN)OC)OC (C-(5′-fluoro-3,2′-dimethoxy-biphenyl-4-yl)-methylamine). Yields the product FC=1C=CC(=C(C1)C1=CC(=C(C=C1)CNS(=O)(=O)C1=CC=C(C=C1)F)OC)OC (N-(5′-Fluoro-3,2′-dimethoxy-biphenyl-4-ylmethyl)-4-fluoro-benzenesulfonamide). RXN SMILES: [F:1][C:2]1[CH:3]=[CH:4][C:5]([O:32][CH3:33])=[C:6]([C:8]2[CH:13]=[CH:12][C:11]([CH2:14][NH:15][S:16]([C:19]3[CH:24]=[CH:23][C:22](OC(F)(F)F)=[CH:21][CH:20]=3)(=[O:18])=[O:17])=[C:10]([O:30][CH3:31])[CH:9]=2)[CH:7]=1.[F:34]C1C=CC(S(Cl)(=O)=O)=CC=1.FC1C=CC(OC)=C(C2C=CC(CN)=C(OC)C=2)C=1>>[F:1][C:2]1[CH:3]=[CH:4][C:5]([O:32][CH3:33])=[C:6]([C:8]2[CH:13]=[CH:12][C:11]([CH2:14][NH:15][S:16]([C:19]3[CH:20]=[CH:21][C:22]([F:34])=[CH:23][CH:24]=3)(=[O:17])=[O:18])=[C:10]([O:30][CH3:31])[CH:9]=2)[CH:7]=1. Procedure: Prepared in a similar manner to N-(5′-Fluoro-3,2′-dimethoxy-biphenyl-4ylmethyl)-4-trifluoromethoxy-benzenesulfonamide (Example 16) starting with 4-fluorobenzene sulfonyl chloride and C-(5′-fluoro-3,2′-dimethoxy-biphenyl-4-yl)-methylamine. Title compound: 1H NMR (400 MHz, CDCl3): 7.7-7.8 (m, 2H), 7.0-7.1 (m, 2H), 6.85-7.15 (m, 6H), 5.06-5.15 (m, 1H), 4.21 (d, 2H), 3.76 (s, 3H), 3.77 (s, 3H) ppm; MS (ESI) m/z: 442.0 [M+Na]+. Reactants: BrC1CC2C(OC(O2)(C)C)CC1Br (5,6-dibromo-2,2-dimethylhexahydro-1,3-benzodioxol), C1CCC2=NCCCN2CC1 (DBU). Run in C1(=CC=CC=C1)C (toluene). Product: CC1(OC2C(O1)C=CC=C2)C (2,2-dimethyl-3a,7a-dihydrobenzo[1.3]dioxol). As a reaction SMILES: Br[CH:2]1[CH:12](Br)[CH2:11][CH:5]2[O:6][C:7]([CH3:10])([CH3:9])[O:8][CH:4]2[CH2:3]1.C1CCN2C(=NCCC2)CC1>C1(C)C=CC=CC=1>[CH3:9][C:7]1([CH3:10])[O:6][CH:5]2[CH:11]=[CH:12][CH:2]=[CH:3][CH:4]2[O:8]1. Procedure details: The compound obtained in Step (11) was placed in a reaction vessel, and air in the vessel was replaced with nitrogen. After that, the compound was dissolved in dehydrated toluene (116 ml). Distilled DBU (6.0 ml, 40.1 mmol) was added to the solution, and the mixture was refluxed for 6 hours. After the reaction product had been filtrated, sodium hydrogen carbonate was added to the filtrate, and the organic layer was dried over magnesium sulfate, whereby 2,2-dimethyl-3a,7a-dihydrobenzo[1.3]dioxol w... Reactants: solid, [N+](=O)([O-])C1=CC=C(C=C1)C1=CC=NN1C1=CC=C(C=C1)C (5-(4-nitro-phenyl)-1 p-tolyl-1H-pyrazole), [N+](=O)([O-])C1=CC=C(C=C1)C1=CC=NN1C1=CC=C(C=C1)C (5-(4-nitro-phenyl)-1 p-tolyl-1H-pyrazole), COC1=CC=C(C=C1)CC#N (2-(4-methoxy-phenyl)-acetonitrile). Yields the product COC1=CC=C(C=C1)C1=C2C(=NO1)C=CC(=C2)C=2N(N=CC2)C2=CC=C(C=C2)C (3-(4-Methoxy-phenyl)-5-(2-p-tolyl-2H-pyrazol-3-yl)-benzo[c]isoxazole). RXN SMILES: [N+:1]([C:4]1[CH:9]=[CH:8][C:7]([C:10]2[N:14]([C:15]3[CH:20]=[CH:19][C:18]([CH3:21])=[CH:17][CH:16]=3)[N:13]=[CH:12][CH:11]=2)=[CH:6][CH:5]=1)([O-])=[O:2].[CH3:22][O:23][C:24]1[CH:29]=[CH:28][C:27]([CH2:30]C#N)=[CH:26][CH:25]=1>>[CH3:22][O:23][C:24]1[CH:29]=[CH:28][C:27]([C:30]2[O:2][N:1]=[C:4]3[CH:9]=[CH:8][C:7]([C:10]4[N:14]([C:15]5[CH:16]=[CH:17][C:18]([CH3:21])=[CH:19][CH:20]=5)[N:13]=[CH:12][CH:11]=4)=[CH:6][C:5]=23)=[CH:26][CH:25]=1. Procedure: The title compound, light brown solid (17 mg, 12%), MS (ISP) m/z=382.4 [(M+H)+], mp 165° C., was prepared in accordance with the general method of example 1 from 5-(4-nitro-phenyl)-1-p-tolyl-1H-pyrazole (intermediate E) (100 mg, 353 μmol) and commercially available 2-(4-methoxy-phenyl)-acetonitrile. Starting materials: NC1=NC(=C2NC=NC2=N1)Cl (2-amino-6-chloro-purine), C(C1=CC=CC=C1)(=O)OCCSCCl (2-(chloromethylthio)ethyl benzoate), C([O-])([O-])=O.[K+].[K+] (potassium carbonate), C(C1=CC=CC=C1)(=O)OCCSCCl (2-(chloromethylthio)ethyl benzoate), C([O-])([O-])=O.[K+].[K+] (potassium carbonate). The solvent is CN(C=O)C (dimethylformamide). Conditions: time 24 hour. Yields the product NC1=NC(=C2N=CN(C2=N1)CSCCOC(C1=CC=CC=C1)=O)Cl (2-amino-9-(2-benzoyloxyethylthiomethyl)-6-chloro-purine). Reaction SMILES: [NH2:1][C:2]1[N:10]=[C:9]2[C:5]([NH:6][CH:7]=[N:8]2)=[C:4]([Cl:11])[N:3]=1.[C:12]([O:20][CH2:21][CH2:22][S:23][CH2:24]Cl)(=[O:19])[C:13]1[CH:18]=[CH:17][CH:16]=[CH:15][CH:14]=1.C(=O)([O-])[O-].[K+].[K+]>CN(C)C=O>[NH2:1][C:2]1[N:10]=[C:9]2[C:5]([N:6]=[CH:7][N:8]2[CH2:24][S:23][CH2:22][CH2:21][O:20][C:12](=[O:19])[C:13]2[CH:18]=[CH:17][CH:16]=[CH:15][CH:14]=2)=[C:4]([Cl:11])[N:3]=1 |f:2.3.4|. Procedure details: A 1 liter round bottom flask equipped with a magnetic stirring bar and a CaCl2 drying tube was charged with 5.0 g (29.50 mM) 2-amino-6-chloro-purine, 6.8 g (29.50 mM) 2-(chloromethylthio)ethyl benzoate, 4.07 g (29.50 mM) potassium carbonate and 750 ml of anhydrous dimethylformamide. The reaction was stirred at room temperature for 16 hours after which time another 2.0 g (8.7 mM) of 2-(chloromethylthio)ethyl benzoate along with 1.2 g (8.7 mM) potassium carbonate were added and stirring continued ...